This data is from the Open Reaction Database (ORD), a public repository of structured organic reaction records. The task is: describe an organic reaction: reactants, conditions, products, and yield Starting materials: C([O-])([O-])=O.[K+].[K+] (potassium carbonate), FC(C=1C=C(CBr)C=C(C1)C(F)(F)F)(F)F (3,5-bis(trifluoromethyl)benzyl bromide), OC=1C=CC2=C(C=C(CCC2)C(=O)OC)C1 (methyl 2-hydroxy-6,7-dihydro-5H-benzocycloheptene-8-carboxylate). Run in CN(C)C=O (DMF). Conditions: time 17 hour. Yields the product FC(C=1C=C(COC=2C=CC3=C(C=C(CCC3)C(=O)OC)C2)C=C(C1)C(F)(F)F)(F)F (methyl 2-[3,5-bis(trifluoromethyl)benzyloxy]-6,7-dihydro-5H-benzocycloheptene-8-carboxylate). Isolated yield 81.3%. RXN SMILES: [OH:1][C:2]1[CH:3]=[CH:4][C:5]2[CH2:11][CH2:10][CH2:9][C:8]([C:12]([O:14][CH3:15])=[O:13])=[CH:7][C:6]=2[CH:16]=1.C(=O)([O-])[O-].[K+].[K+].[F:23][C:24]([F:38])([F:37])[C:25]1[CH:26]=[C:27]([CH:30]=[C:31]([C:33]([F:36])([F:35])[F:34])[CH:32]=1)[CH2:28]Br>CN(C=O)C>[F:23][C:24]([F:37])([F:38])[C:25]1[CH:26]=[C:27]([CH:30]=[C:31]([C:33]([F:36])([F:34])[F:35])[CH:32]=1)[CH2:28][O:1][C:2]1[CH:3]=[CH:4][C:5]2[CH2:11][CH2:10][CH2:9][C:8]([C:12]([O:14][CH3:15])=[O:13])=[CH:7][C:6]=2[CH:16]=1 |f:1.2.3|. Procedure: To methyl 2-hydroxy-6,7-dihydro-5H-benzocycloheptene-8-carboxylate (327 mg, 1.50 mmol) dissolved in DMF (6 ml) were added potassium carbonate (415 mg, 3.00 mmol) and 3,5-bis(trifluoromethyl)benzyl bromide (302 mg, 1.65 mmol), and the resulting mixture was stirred at room temperature for 17 hours. The reaction mixture was concentrated under reduced pressure, ethyl acetate (40 ml) was added to the residue and the resulting mixture was washed with water (5 ml×2) and an aqueous saturated solution of... The reactants are O=C([O-])O, CCCCCCCCCCCCCCCCCNC(=O)OC1CCCOC1COC(c1ccccc1)(c1ccccc1)c1ccccc1, CO, [Na+], Cc1ccc(S(=O)(=O)O)cc1. Yields the product CCCCCCCCCCCCCCCCCNC(=O)OC1CCCOC1CO. Reaction SMILES: [C:60](=[O:61])([OH:62])[O-:63].[CH2:12]([CH2:13][CH2:14][CH2:15][CH2:16][CH2:17][CH2:18][CH2:19][CH2:20][CH2:21][CH2:22][CH2:23][CH2:24][CH2:25][CH2:26][CH2:27][CH3:28])[NH:29][C:30]([O:31][CH:32]1[CH:33]([CH2:38][O:39][C:40]([c:41]2[cH:42][cH:43][cH:44][cH:45][cH:46]2)([c:47]2[cH:48][cH:49][cH:50][cH:51][cH:52]2)[c:53]2[cH:54][cH:55][cH:56][cH:57][cH:58]2)[O:34][CH2:35][CH2:36][CH2:37]1)=[O:59].[CH3:65][OH:66].[Na+:64].[c:1]1([CH3:2])[cH:3][cH:4][c:5]([S:6]([OH:7])(=[O:8])=[O:9])[cH:10][cH:11]1>>[CH2:12]([CH2:13][CH2:14][CH2:15][CH2:16][CH2:17][CH2:18][CH2:19][CH2:20][CH2:21][CH2:22][CH2:23][CH2:24][CH2:25][CH2:26][CH2:27][CH3:28])[NH:29][C:30]([O:31][CH:32]1[CH:33]([CH2:38][OH:39])[O:34][CH2:35][CH2:36][CH2:37]1)=[O:59].